describe an organic reaction: reactants, conditions, products, and yield From a dataset of the Open Reaction Database (ORD), a public repository of structured organic reaction records. The reactants are COC1=C(C(=O)OC)C=C(C=C1)C#N (methyl 2-methoxy-5-cyanobenzoate), [OH-].[Li+] (lithium hydroxide). Product: COC1=C(C(=O)O)C=C(C=C1)C#N (2-Methoxy-5-cyanobenzoic Acid). RXN SMILES: [CH3:1][O:2][C:3]1[CH:12]=[CH:11][C:10]([C:13]#[N:14])=[CH:9][C:4]=1[C:5]([O:7]C)=[O:6].[OH-].[Li+]>>[CH3:1][O:2][C:3]1[CH:12]=[CH:11][C:10]([C:13]#[N:14])=[CH:9][C:4]=1[C:5]([OH:7])=[O:6] |f:1.2|. Procedure: Hydrolyze methyl 2-methoxy-5-cyanobenzoate by the method of Preparation 24 using 1.1 equivalents of lithium hydroxide to give the title compound. Starting materials: NC=1C=NC=CC1 (3-aminopyridine), FC(F)(F)S(=O)(=O)OC1=NC(=NC(=C1)C1=CC(=CC=C1)OCC1=CC=CC=C1)N1CCOCC1 (2-morpholin-4-yl-6-[3-(phenylmethoxy)phenyl]pyrimidin-4-yl (trifluoromethyl) sulfonate), C(=O)([O-])[O-].[Cs+].[Cs+] (Cs2CO3), S-(−)-BINAP. Reagents/catalysts: CC(=O)[O-].CC(=O)[O-].[Pd+2] (Pd(OAc)2). The solvent is C1CCOC1 (THF). Yields the product N1(CCOCC1)C1=NC(=CC(=N1)NC=1C=NC=CC1)C1=CC(=CC=C1)OCC1=CC=CC=C1 ({2-morpholin-4-yl-6-[3-(phenylmethoxy)phenyl]pyrimidin-4-yl}-3-pyridylamine). Reaction SMILES: C([O-])([O-])=O.[Cs+].[Cs+].FC(S(O[C:15]1[CH:20]=[C:19]([C:21]2[CH:26]=[CH:25][CH:24]=[C:23]([O:27][CH2:28][C:29]3[CH:34]=[CH:33][CH:32]=[CH:31][CH:30]=3)[CH:22]=2)[N:18]=[C:17]([N:35]2[CH2:40][CH2:39][O:38][CH2:37][CH2:36]2)[N:16]=1)(=O)=O)(F)F.[NH2:41][C:42]1[CH:43]=[N:44][CH:45]=[CH:46][CH:47]=1>C1COCC1.CC([O-])=O.CC([O-])=O.[Pd+2]>[N:35]1([C:17]2[N:16]=[C:15]([NH:41][C:42]3[CH:43]=[N:44][CH:45]=[CH:46][CH:47]=3)[CH:20]=[C:19]([C:21]3[CH:26]=[CH:25][CH:24]=[C:23]([O:27][CH2:28][C:29]4[CH:30]=[CH:31][CH:32]=[CH:33][CH:34]=4)[CH:22]=3)[N:18]=2)[CH2:36][CH2:37][O:38][CH2:39][CH2:40]1 |f:0.1.2,6.7.8|. Procedure: A round bottom flask, oven dried and kept under N2 atmosphere was charged with Cs2CO3 (1.4 eq), Pd(OAc)2 (5 mol %), and S-(−)-BINAP (1.5×mol of Pd catalyst). The flask was purged with N2 for about 5-10 min and a solution of 2-morpholin-4-yl-6-[3-(phenylmethoxy)phenyl]pyrimidin-4-yl (trifluoromethyl) sulfonate (1eq) in dry THF (20 mL) was added via a syringe, followed by 3-aminopyridine (2 eq,) in one portion. The flask was equipped with a reflux condenser, purged again with N2 for 5 min and the ... The reactants are C(C1=CC=CC=C1)C1=NC(=C(C2=C1CCO2)O)C (4-benzyl-6-methyl-1,3-dihydro-furo[3,2-c]pyridin-7-ol), [H][H] (hydrogen), CN(CCCl)C (β-dimethylaminoethyl chloride), [Na] (sodium), [H-].[Na+] (sodium hydride). Solvent: CS(=O)C (dimethylsulfoxide). Reaction conditions: time 15 hour. The product is Cl.Cl.CN(CCOC=1C2=C(C(=NC1C)CC1=CC=CC=C1)COC2)C (4-benzyl-6-methyl-1,3-dihydro-furo[3,4-c]pyridin-7-yl β-dimethylaminoethyl ether bis-hydrochloride). As a reaction SMILES: [CH2:1]([C:8]1[C:13]2[CH2:14][CH2:15][O:16][C:12]=2[C:11]([OH:17])=[C:10]([CH3:18])[N:9]=1)[C:2]1[CH:7]=[CH:6][CH:5]=[CH:4][CH:3]=1.[Na].[H-].[Na+].[H][H].[CH3:24][N:25]([CH3:29])[CH2:26][CH2:27][Cl:28]>CS(C)=O>[ClH:28].[ClH:28].[CH3:24][N:25]([CH3:29])[CH2:26][CH2:27][O:17][C:11]1[C:14]2[CH2:15][O:16][CH2:12][C:13]=2[C:8]([CH2:1][C:2]2[CH:3]=[CH:4][CH:5]=[CH:6][CH:7]=2)=[N:9][C:10]=1[CH3:18] |f:2.3,7.8.9,^1:18|. Reported procedure: 12.1 g (50 millimoles) of 4-benzyl-6-methyl-1,3-dihydro-furo[3,2-c]pyridin-7-ol are suspended in 40 ml of dry dimethylsulfoxide and converted to the sodium salt by adding 1.75 g (60 millimoles) of sodium hydride (85% strength in oil) at 20° C. When the evolution of hydrogen has ceased, 8.1 g (75 millimoles) of freshly distilled β-dimethylaminoethyl chloride are added dropwise and the mixture is left to stand for 15 hours at 10° C. The dimethylsulfoxide is distilled off in a high vacuum. The resi... The reactants are C1C(C2=CC=CC=C2)O1 (styrene oxide), C(C=C)N (allylamine). Product: C(C=C)NCC(O)C1=CC=CC=C1 (N-Allyl-2-Amino-1-Phenylethanol). Reaction SMILES: [CH2:1]1[O:9][CH:2]1[C:3]1[CH:8]=[CH:7][CH:6]=[CH:5][CH:4]=1.[CH2:10]([NH2:13])[CH:11]=[CH2:12]>>[CH2:10]([NH:13][CH2:1][CH:2]([C:3]1[CH:8]=[CH:7][CH:6]=[CH:5][CH:4]=1)[OH:9])[CH:11]=[CH2:12]. Procedure details: A mixture of styrene oxide (24 mL, 0.2 moles) and allylamine (60.8 mL, 0.8 moles) was heated to reflux under nitrogen atmosphere, for 24 hours. Upon cooling, product crystallized and was triturated with hexane. Recrystallization from hexane afforded the title compound essentially uncontaminated by the other possible regioisomer. Ms m+/z=177; H1NMR (CDCl3): δ 7.3 (br.s, 5H), 5.6-6.1 (m, 1H), 4.9-5.4 (m, 2H), 4.75 (m, 1H), 3.2 (br.d, 2H), 2.9 (br.s, 2H), 2.7 (m, 2H). Starting materials: N([C@@H](CC1=CC=CC=C1)C(=O)N[C@@H](CC1=CNC=N1)C(=O)O)C(=O)OCC1=CC=CC=C1 (Z-Phe-His-OH), C(C)N(C(C)C)C(C)C (ethyldiisopropylamine), C1CCC(CC1)N=C=NC2CCCCC2 (DCCI), N[C@@H](CC(C)C)C(=O)N[C@@H](C(C)C)C(=O)N[C@@H](C)C(=O)N[C@@H](CC(C)C)[C@@H](O)CC(=O)OC.Cl (H-Leu-Val-Ala-Sta-OCH3.HCl), C=1C=CC2=C(C1)N=NN2O (HOBT). The product is N([C@@H](CC1=CC=CC=C1)C(=O)N[C@@H](CC1=CNC=N1)C(=O)N[C@@H](CC(C)C)C(=O)N[C@@H](C(C)C)C(=O)N[C@@H](C)C(=O)N[C@@H](CC(C)C)[C@@H](O)CC(=O)OC)C(=O)OCC1=CC=CC=C1 (Z-Phe-His-Leu-Val-Ala-Sta-OCH3). RXN SMILES: [NH:1]([C:23]([O:25][CH2:26][C:27]1[CH:32]=[CH:31][CH:30]=[CH:29][CH:28]=1)=[O:24])[C@H:2]([C:10]([NH:12][C@H:13]([C:20](O)=[O:21])[CH2:14][C:15]1[N:19]=[CH:18][NH:17][CH:16]=1)=[O:11])[CH2:3][C:4]1[CH:9]=[CH:8][CH:7]=[CH:6][CH:5]=1.[NH2:33][C@H:34]([C:39]([NH:41][C@H:42]([C:46]([NH:48][C@H:49]([C:51]([NH:53][C@H:54]([C@H:59]([CH2:61][C:62]([O:64][CH3:65])=[O:63])[OH:60])[CH2:55][CH:56]([CH3:58])[CH3:57])=[O:52])[CH3:50])=[O:47])[CH:43]([CH3:45])[CH3:44])=[O:40])[CH2:35][CH:36]([CH3:38])[CH3:37].Cl.C1C=CC2N(O)N=NC=2C=1.C(N(C(C)C)C(C)C)C.C1CCC(N=C=NC2CCCCC2)CC1>>[NH:1]([C:23]([O:25][CH2:26][C:27]1[CH:32]=[CH:31][CH:30]=[CH:29][CH:28]=1)=[O:24])[C@H:2]([C:10]([NH:12][C@H:13]([C:20]([NH:33][C@H:34]([C:39]([NH:41][C@H:42]([C:46]([NH:48][C@H:49]([C:51]([NH:53][C@H:54]([C@H:59]([CH2:61][C:62]([O:64][CH3:65])=[O:63])[OH:60])[CH2:55][CH:56]([CH3:57])[CH3:58])=[O:52])[CH3:50])=[O:47])[CH:43]([CH3:44])[CH3:45])=[O:40])[CH2:35][CH:36]([CH3:38])[CH3:37])=[O:21])[CH2:14][C:15]1[N:19]=[CH:18][NH:17][CH:16]=1)=[O:11])[CH2:3][C:4]1[CH:9]=[CH:8][CH:7]=[CH:6][CH:5]=1 |f:1.2|. Reported procedure: In a manner analogous to that described in Example 1, using as starting materials 56 mg of Z-Phe-His-OH, 60 mg of H-Leu-Val-Ala-Sta-OCH3.HCl, 18 mg of HOBT, 0.24 ml of ethyldiisopropylamine and 34 mg of DCCI, the title compound is obtained in the form of a colourless powder after flash chromatography (30 g of silica gel 60, 40-63 μm, system N8). Rf (N9)=0.33. Starting materials: N(=[N+]=[N-])[C@H]1[C@H]2O[C@@H]([C@H](C1)OCC1=CC=CC=C1)CO2 (1,6-Anhydro-2-azido-4-O-benzyl-2,3-dideoxy-β-D-ribo-hexopyranose), C1=CCCCC1 (cyclohexene), C(C)(=O)OC(C)=O (Acetic anhydride). The reagents and catalysts are [Pd] (palladium on charcoal). Run in CO (methanol). Run at time 2 hour. Product: C(C)(=O)N[C@H]1[C@H]2O[C@@H]([C@H](C1)OCC1=CC=CC=C1)CO2 (2-Acetamido-1,6-anhydro-4-O-benzyl-2,3-dideoxy-β-D-ribo-hexopyranose). The yield is 52.0%. RXN SMILES: [N:1]([C@@H:4]1[CH2:9][C@H:8]([O:10][CH2:11][C:12]2[CH:17]=[CH:16][CH:15]=[CH:14][CH:13]=2)[C@H:7]2[CH2:18][O:19][C@@H:5]1[O:6]2)=[N+]=[N-].C1CCCCC=1.[C:26](OC(=O)C)(=[O:28])[CH3:27]>CO.[Pd]>[C:26]([NH:1][C@@H:4]1[CH2:9][C@H:8]([O:10][CH2:11][C:12]2[CH:17]=[CH:16][CH:15]=[CH:14][CH:13]=2)[C@H:7]2[CH2:18][O:19][C@@H:5]1[O:6]2)(=[O:28])[CH3:27]. Procedure: A solution of 1,6-anhydro-2-azido-4-O-benzyl-2,3-dideoxy-β-D-ribo-hexopyranose (see Example 13) in methanol (20 ml) was subjected to transfer hydrogenation by heating under reflux with cyclohexene (7 ml) 5% and palladium on charcoal (0.5 g), added in three portions over a period of 6 h. Acetic anhydride (2.5 ml) was then added to the mixture at room temperature. After 2 h, the mixture was filtered, the filtrate was evaporated, and the residue chromatographed on silica gel to yield the title comp... Reaction SMILES: [C:1]([O:2][C:3](=[O:4])[N:8]1[CH2:9][CH2:10][C:11]([C:14]([NH:15][CH:16]([CH3:17])[c:18]2[cH:19][cH:20][c:21]([F:24])[cH:22][cH:23]2)=[O:25])([c:26]2[cH:27][cH:28][c:29]([F:32])[cH:30][cH:31]2)[CH2:12][CH2:13]1)([CH3:5])([CH3:6])[CH3:7].[Cl:40][CH2:41][Cl:42].[OH:33][C:34]([C:35]([F:36])([F:37])[F:38])=[O:39]>>[NH:8]1[CH2:9][CH2:10][C:11]([C:14]([NH:15][CH:16]([CH3:17])[c:18]2[cH:19][cH:20][c:21]([F:24])[cH:22][cH:23]2)=[O:25])([c:26]2[cH:27][cH:28][c:29]([F:32])[cH:30][cH:31]2)[CH2:12][CH2:13]1. The product is CC(NC(=O)C1(c2ccc(F)cc2)CCNCC1)c1ccc(F)cc1. Starting materials: CC(NC(=O)C1(c2ccc(F)cc2)CCN(C(=O)OC(C)(C)C)CC1)c1ccc(F)cc1, ClCCl, O=C(O)C(F)(F)F. Reactants: O=CCC1(CN(CCC1)C(=O)OC(C)(C)C)C(=O)OCC (1-tert-butyl 3-ethyl 3-(2-oxoethyl)-piperidine-1,3-dicarboxylate), C(C)(=O)O[BH-](OC(C)=O)OC(C)=O.[Na+] (sodium triacetoxyborohydride), CCN(C(C)C)C(C)C (DIPEA), Cl.N[C@H]1CC[C@H](CC1)O (cis-4-aminocyclohexanol hydrochloride). Solvent: CC(=O)O (AcOH), CO (methanol), O (water). Conditions: time 5 minute. Product: O[C@H]1CC[C@H](CC1)NCCC1(CN(CCC1)C(=O)OC(C)(C)C)C(=O)OCC (1-tert-butyl 3-ethyl 3-{2-[(cis-4-hydroxycyclohexyl)amino]ethyl}piperidine-1,3-dicarboxylate). Isolated yield 85.3%. As a reaction SMILES: CCN(C(C)C)C(C)C.Cl.[NH2:11][C@@H:12]1[CH2:17][CH2:16][C@H:15]([OH:18])[CH2:14][CH2:13]1.O=[CH:20][CH2:21][C:22]1([C:35]([O:37][CH2:38][CH3:39])=[O:36])[CH2:27][CH2:26][CH2:25][N:24]([C:28]([O:30][C:31]([CH3:34])([CH3:33])[CH3:32])=[O:29])[CH2:23]1.C(O[BH-](OC(=O)C)OC(=O)C)(=O)C.[Na+]>CO.O.CC(O)=O>[OH:18][C@@H:15]1[CH2:16][CH2:17][C@H:12]([NH:11][CH2:20][CH2:21][C:22]2([C:35]([O:37][CH2:38][CH3:39])=[O:36])[CH2:27][CH2:26][CH2:25][N:24]([C:28]([O:30][C:31]([CH3:33])([CH3:34])[CH3:32])=[O:29])[CH2:23]2)[CH2:13][CH2:14]1 |f:1.2,4.5|. Procedure: DIPEA (1.05 eq.) was added to a solution of cis-4-aminocyclohexanol hydrochloride (0.080 g, 0.53 mmol) in methanol (2.0 mL) and stirred for 5 min. To this solution 1-tert-butyl 3-ethyl 3-(2-oxoethyl)-piperidine-1,3-dicarboxylate (0.15 g, 0.5 mmol) was added followed by sodium triacetoxyborohydride (0.21 g, 1.0 mmol) and the mixture was stirred for 2 h. The reaction was acidified by adding AcOH and diluted with water and extracted with ether. The aqueous phase was then basified by adding 1 N NaOH... Starting materials: C12CC3CC(CC(C1)C3)C2 (adamantane), C12CC3CC(CC(C1)C3)C2 (adamantane), C(=O)(C)C(=O)C (biacetyl), ON1C(C=2C(C1=O)=CC=CC2)=O (N-hydroxyphthalimide). Reagents/catalysts: C(C)(=O)[O-].[Co+2].C(C)(=O)[O-] (cobalt (II) acetate). Solvent: C(C)(=O)O (acetic acid). Reaction conditions: temperature 75 celsius, time 10 hour. The product is C(C)(=O)C12CC3CC(CC(C1)C3)C2 (1-acetyladamantane), C(C)(=O)C12CC3(CC(CC(C1)C3)C2)O (1-acetyl-3-adamantanol). Isolated yield 27.0%. Reaction SMILES: [CH:1]12[CH2:10][CH:5]3[CH2:6][CH:7]([CH2:9][CH:3]([CH2:4]3)[CH2:2]1)[CH2:8]2.[C:11]([C:14]([CH3:16])=[O:15])([CH3:13])=[O:12].[OH:17]N1C(=O)C2=CC=CC=C2C1=O>C([O-])(=O)C.[Co+2].C([O-])(=O)C.C(O)(=O)C>[C:11]([C:1]12[CH2:10][CH:5]3[CH2:6][CH:7]([CH2:9][CH:3]([CH2:4]3)[CH2:2]1)[CH2:8]2)(=[O:12])[CH3:13].[C:14]([C:11]12[CH2:9][CH:3]3[CH2:4][CH:5]([CH2:10][C:1]([OH:17])([CH2:2]3)[CH2:13]1)[CH2:6]2)(=[O:15])[CH3:16] |f:3.4.5|. Procedure: A mixture of 3 mmol of adamantane, 18 mmol of biacetyl, 0.3 mmol of N-hydroxyphthalimide, 0.015 mmol of cobalt (II) acetate, and 3 ml of acetic acid was stirred at 75° C. under an oxygen atmosphere (1 atm) for 10 hours. Gas chromatographic analysis of products in the reaction mixture revealed that adamantane was converted, at a rate of 100%, to 1-acetyladamantane (yield 52%), and 1-acetyl-3-adamantanol (yield 27%). Conditions: time 15 minute. Procedure: Diisopropyl azodicarboxylate (8 g) is added portionwise to a stirred solution of triphenylphosphine (10.5 g) in THF (100 mL) at 0° C. under nitrogen. Stirring is continued at 0° C. for 15 minutes. A solution of 2-acetyl-5-(3-pyridylmethoxy)phenol (4.5 g) and tert-butyl (S)-4-hydroxy-4-(2-methylphenyl)butanoate (4.9 g) in THF (100 mL) is added at such a rate that the temperature does not exceed 5° C. The reaction is allowed to warm to ambient temperature stirred for 16 hours, then concentrated in... The solvent is C1CCOC1 (THF), C1CCOC1 (THF). RXN SMILES: N(C(OC(C)C)=O)=NC(OC(C)C)=O.C1(P(C2C=CC=CC=2)C2C=CC=CC=2)C=CC=CC=1.[C:34]([C:37]1[CH:42]=[CH:41][C:40]([O:43][CH2:44][C:45]2[CH:46]=[N:47][CH:48]=[CH:49][CH:50]=2)=[CH:39][C:38]=1[OH:51])(=[O:36])[CH3:35].O[C@H:53]([C:63]1[CH:68]=[CH:67][CH:66]=[CH:65][C:64]=1[CH3:69])[CH2:54][CH2:55][C:56]([O:58][C:59]([CH3:62])([CH3:61])[CH3:60])=[O:57]>C1COCC1>[C:34]([C:37]1[CH:42]=[CH:41][C:40]([O:43][CH2:44][C:45]2[CH:46]=[N:47][CH:48]=[CH:49][CH:50]=2)=[CH:39][C:38]=1[O:51][C@@H:53]([C:63]1[CH:68]=[CH:67][CH:66]=[CH:65][C:64]=1[CH3:69])[CH2:54][CH2:55][C:56]([O:58][C:59]([CH3:62])([CH3:61])[CH3:60])=[O:57])(=[O:36])[CH3:35]. Reactants: N(=NC(=O)OC(C)C)C(=O)OC(C)C (Diisopropyl azodicarboxylate), C1(=CC=CC=C1)P(C1=CC=CC=C1)C1=CC=CC=C1 (triphenylphosphine), C(C)(=O)C1=C(C=C(C=C1)OCC=1C=NC=CC1)O (2-acetyl-5-(3-pyridylmethoxy)phenol), O[C@@H](CCC(=O)OC(C)(C)C)C1=C(C=CC=C1)C (tert-butyl (S)-4-hydroxy-4-(2-methylphenyl)butanoate). Product: C(C)(=O)C1=C(O[C@H](CCC(=O)OC(C)(C)C)C2=C(C=CC=C2)C)C=C(C=C1)OCC=1C=NC=CC1 (t-butyl (R)-4-(2-acetyl-5-(3-pyridylmethoxy)phenoxy)-4-(2-methylphenyl)butanoate). The yield is 22.7%.